From a dataset of the Open Reaction Database (ORD), a public repository of structured organic reaction records. describe an organic reaction: reactants, conditions, products, and yield RXN SMILES: [F:1][C:2]1[CH:7]=[C:6]([F:8])[CH:5]=[CH:4][C:3]=1[N+:9]([O-:11])=[O:10].[Cl:12][S:13](O)(=[O:15])=[O:14]>>[F:8][C:6]1[CH:7]=[C:2]([F:1])[C:3]([N+:9]([O-:11])=[O:10])=[CH:4][C:5]=1[S:13]([Cl:12])(=[O:15])=[O:14]. Conditions: temperature 100 celsius, time 48 hour. Yields the product FC1=C(C=C(C(=C1)F)[N+](=O)[O-])S(=O)(=O)Cl (2,4-difluoro-5-nitrobenzenesulfonyl chloride). Procedure details: A mixture of 2,4-difluoro-1-nitrobenzene (20 g, 126 mmol) in chlorosulfonic acid (44 g, 378 mmol) was stirred at 100° C. for 48 hours before being poured into ice-water and extracted with EtOAc. The organic extract was dried (Na2SO4) and concentrated, and the residue was triturated with 10% EtOAc-petroleum ether to give 2,4-difluoro-5-nitrobenzenesulfonyl chloride as a brown oil (21 g, 81%) which was used directly in the next step. The yield is 64.7%. The reactants are FC1=C(C=CC(=C1)F)[N+](=O)[O-] (2,4-difluoro-1-nitrobenzene), ClS(=O)(=O)O (chlorosulfonic acid), ice water.